This data is from the Open Reaction Database (ORD), a public repository of structured organic reaction records. The task is: describe an organic reaction: reactants, conditions, products, and yield Reactants: C[Si](O)(O)O, CC(O)C(N)C(=O)O. Product: CC(O)C(N)C(=O)O, O[SiH3]. RXN SMILES: [CH3:9][Si:10]([OH:11])([OH:12])[OH:13].[NH2:1][CH:2]([CH:3]([OH:4])[CH3:5])[C:6](=[O:7])[OH:8]>>[NH2:1][CH:2]([CH:3]([OH:4])[CH3:5])[C:6](=[O:7])[OH:8].[SiH3:10][OH:11]. The reactants are C#C[Si](C)(C)C, Cc1ccc(C#C[Si](C)(C)C)cc1C(=O)c1ccc(Nc2ccc(F)cc2F)cc1Cl, Cc1ccc(I)cc1C(=O)c1ccc(Nc2ccc(F)cc2)cc1Cl. The product is Cc1ccc(C#C[Si](C)(C)C)cc1C(=O)c1ccc(Nc2ccc(F)cc2)cc1Cl. Reaction SMILES: [C:57]([Si:58]([CH3:59])([CH3:60])[CH3:61])#[CH:62].[Cl:1][c:2]1[c:3]([C:17](=[O:18])[c:19]2[c:20]([CH3:31])[cH:21][cH:22][c:23]([C:25]#[C:26][Si:27]([CH3:28])([CH3:29])[CH3:30])[cH:24]2)[cH:4][cH:5][c:6]([NH:8][c:9]2[c:10]([F:16])[cH:11][c:12]([F:15])[cH:13][cH:14]2)[cH:7]1.[Cl:32][c:33]1[cH:34][c:35]([NH:36][c:37]2[cH:38][cH:39][c:40]([F:41])[cH:42][cH:43]2)[cH:44][cH:45][c:46]1[C:47]([c:48]1[cH:49][c:50]([I:51])[cH:52][cH:53][c:54]1[CH3:55])=[O:56]>>[Cl:1][c:2]1[c:3]([C:17](=[O:18])[c:19]2[c:20]([CH3:31])[cH:21][cH:22][c:23]([C:25]#[C:26][Si:27]([CH3:28])([CH3:29])[CH3:30])[cH:24]2)[cH:4][cH:5][c:6]([NH:8][c:9]2[cH:10][cH:11][c:12]([F:15])[cH:13][cH:14]2)[cH:7]1.